This data is from the Open Reaction Database (ORD), a public repository of structured organic reaction records. The task is: describe an organic reaction: reactants, conditions, products, and yield The reactants are O (water), C(=O)C=1SC=CC1 (2-formylthiophene), solution, C(CCC)[Li] (n-butyllithium), CCCCCC (hexane), compound ( 7 ), C1CCOC1 (THF). Run at temperature -78 celsius, time 1 hour. The product is COC1=C(C=CC(=C1)OC)C(O)C=1SC=CC1 ((2,4-dimethoxyphenyl)(thiophene-2-yl)methanol). Reaction SMILES: [CH2:1]([Li])[CH2:2][CH2:3][CH3:4].[CH3:6]CCCCC.[CH:12]([C:14]1[S:15][CH:16]=[CH:17][CH:18]=1)=[O:13].[OH2:19].C1[CH2:24][O:23][CH2:22][CH2:21]1>>[CH3:6][O:19][C:1]1[CH:21]=[C:22]([O:23][CH3:24])[CH:4]=[CH:3][C:2]=1[CH:12]([C:14]1[S:15][CH:16]=[CH:17][CH:18]=1)[OH:13]. Procedure: 1.6 M solution of n-butyllithium in hexane (9.5 ml; 15.2 mmol; 1.1 eq) is added dropwise to a solution of compound (7) (3 g; 13.8 mmol; 1.0 eq) in 90 ml of anhydrous THF cooled to −78° C. The solution is stirred for 1 hour at −78° C. and then 2-formylthiophene (4.7 ml; 49.5 mmol; 3.6 eq) is added dropwise. The solution is stirred for 3 hours at 78° C., then for 15 hours at room temperature, and then 150 ml of water is added. After extraction with ethyl acetate (2×150 ml), the organic phases are ... The reactants are C(C)(=O)OC(C)=O (Acetic anhydride), NC[C@H]1CN(C(O1)=O)C1=CC(=C(C=C1)NC(=O)OC(C)(C)C)F (5-(S)-aminomethyl-3-[4′-(tert-butoxycarbonyl)amino-3′-fluorophenyl]oxazolidine-2-one), N1=CC=CC=C1 (pyridine). The solvent is C(Cl)Cl (DCM). Reaction conditions: time 4 hour. Product: C(C)(=O)NC[C@H]1CN(C(O1)=O)C1=CC(=C(C=C1)N)F (5-(S)-Acetamidomethyl-3-[4′-amino-3′-fluorophenyl]oxazolidine-2-one). RXN SMILES: [C:1](OC(=O)C)(=[O:3])[CH3:2].[NH2:8][CH2:9][C@@H:10]1[O:14][C:13](=[O:15])[N:12]([C:16]2[CH:21]=[CH:20][C:19]([NH:22]C(OC(C)(C)C)=O)=[C:18]([F:30])[CH:17]=2)[CH2:11]1.N1C=CC=CC=1>C(Cl)Cl>[C:1]([NH:8][CH2:9][C@@H:10]1[O:14][C:13](=[O:15])[N:12]([C:16]2[CH:21]=[CH:20][C:19]([NH2:22])=[C:18]([F:30])[CH:17]=2)[CH2:11]1)(=[O:3])[CH3:2]. Procedure details: Acetic anhydride (0.15 mL) was added to a solution of 5-(S)-aminomethyl-3-[4′-(tert-butoxycarbonyl)amino-3′-fluorophenyl]oxazolidine-2-one (0.325 g, 1.0 mmol) and pyridine (0.25 mL) in DCM (4.0 mL). The mixture was stirred at r.t. for 4 h, and solvent was removed under vacuum. The resulted 5-(S)-acetamidomethyl-3-[4′-(tert-butoxycarbonyl)amino-3′-fluorophenyl]oxazoli-dine-2-one was washed with water (2×3 mL), diethyl ether (3 mL), and dried under vacuum. 50% TFA in DCM (3 ′mL) was added, and the... The reactants are NC1=C2C(C(=CN(C2=C(C(=C1F)F)F)C1CC1)C(=O)O)=O (5-amino-1-cyclopropyl-6,7,8-trifluoro-1,4-dihydro-4-oxoquinoline-3-carboxylic acid), Cl.C(C)OC(=O)C1=CN=NN1C1CNCC1 (3-(5-ethoxycarbonyl-1,2,3-triazol-1-yl)pyrrolidine hydrochloride), N1(NCCCCCCCCC1)C1CCCCCCCCCC1 (diazabicycloundecane). Reaction conditions: temperature 110 celsius. Product: C1(CC1)N1C=C(C(C2=CC(=C(C(=C12)F)N1CC(CC1)N1N=NC=C1C(=O)O)F)=O)C(=O)O (1-Cyclopropyl-6,8-difluoro-7-[3-(5-carboxy-1,2,3-triazol -1-yl)pyrrolidin-1-yl]-1,4-dihydro-4-oxoquinoline-3-carboxylic acid). Reaction SMILES: N[C:2]1[C:11]([F:12])=[C:10](F)[C:9]([F:14])=[C:8]2[C:3]=1[C:4](=[O:21])[C:5]([C:18]([OH:20])=[O:19])=[CH:6][N:7]2[CH:15]1[CH2:17][CH2:16]1.Cl.C([O:25][C:26]([C:28]1[N:32]([CH:33]2[CH2:37][CH2:36][NH:35][CH2:34]2)[N:31]=[N:30][CH:29]=1)=[O:27])C.N1(C2CCCCCCCCCC2)CCCCCCCCCN1>>[CH:15]1([N:7]2[C:8]3[C:3](=[CH:2][C:11]([F:12])=[C:10]([N:35]4[CH2:36][CH2:37][CH:33]([N:32]5[C:28]([C:26]([OH:27])=[O:25])=[CH:29][N:30]=[N:31]5)[CH2:34]4)[C:9]=3[F:14])[C:4](=[O:21])[C:5]([C:18]([OH:20])=[O:19])=[CH:6]2)[CH2:17][CH2:16]1 |f:1.2|. Procedure details: A mixture of 5-amino-1-cyclopropyl-6,7,8-trifluoro-1,4-dihydro-4-oxoquinoline-3-carboxylic acid (100 mg, 0.33 mmol), 3-(5-ethoxycarbonyl-1,2,3-triazol-1-yl)pyrrolidine hydrochloride (178 mg, 0.83 mmol) and diazabicycloundecane (127 mg, 0.83 mmol) was heated at 110° C. for 24 hrs. The mixture was concentrated, diluted with water and the separated solid was washed with water and acetonitrile. The solid was dried in air and redissolved in methanol (5 ml) and to it NaOH (20 mg) in water (5 ml) was a... Reactants: CN1CCC(=O)CC1, CO, [K+], O=[N+]([O-])c1ccc2[nH]ccc2c1, [OH-]. The product is CN1CC=C(c2c[nH]c3ccc([N+](=O)[O-])cc23)CC1. RXN SMILES: [CH3:15][N:16]1[CH2:17][CH2:18][C:19](=[O:22])[CH2:20][CH2:21]1.[CH3:23][OH:24].[K+:2].[N+:3](=[O:4])([O-:5])[c:6]1[cH:7][c:8]2[cH:9][cH:10][nH:11][c:12]2[cH:13][cH:14]1.[OH-:1]>>[N+:3](=[O:4])([O-:5])[c:6]1[cH:7][c:8]2[c:9]([C:19]3=[CH:18][CH2:17][N:16]([CH3:15])[CH2:21][CH2:20]3)[cH:10][nH:11][c:12]2[cH:13][cH:14]1. Reactants: O.O.O.C(C)(=O)[O-].[Na+] (sodium acetate trihydrate), C(C#C)ON=C(C(=O)NC1[C@@H]2N(C(=C(CS2)CSC2=NN=NN2CCC(=O)O)C(=O)O)C1=O)C=1N=C(SC1)NC(C(F)(F)F)=O (7-[2-(2-propynyloxyimino)-2-{2-(2,2,2-trifluoroacetamido)thiazol-4-yl}acetamido]-3-[1-(2-carboxyethyl)-1H-tetrazol-5-yl]thiomethyl-3-cephem-4-carboxylic acid), Cl (hydrochloric acid). Solvent: O (water). Run at time 8 hour. The product is C(=O)(O)CCN1N=NN=C1SCC=1CS[C@H]2N(C1C(=O)O)C(C2)=O (3-[1-(2-carboxyethyl)-1H-tetrazol-5-yl]thiomethyl-3-cephem-4-carboxylic acid). Isolated yield 111.4%. RXN SMILES: O.O.O.C([O-])(=O)C.[Na+].C(ON=C(C1N=C(NC(=O)C(F)(F)F)SC=1)C(N[CH:18]1[C:40](=[O:41])[N:20]2[C:21]([C:37]([OH:39])=[O:38])=[C:22]([CH2:25][S:26][C:27]3[N:31]([CH2:32][CH2:33][C:34]([OH:36])=[O:35])[N:30]=[N:29][N:28]=3)[CH2:23][S:24][C@H:19]12)=O)C#C.Cl>O>[C:34]([CH2:33][CH2:32][N:31]1[C:27]([S:26][CH2:25][C:22]2[CH2:23][S:24][C@@H:19]3[CH2:18][C:40](=[O:41])[N:20]3[C:21]=2[C:37]([OH:39])=[O:38])=[N:28][N:29]=[N:30]1)([OH:36])=[O:35] |f:0.1.2.3.4|. Procedure: A solution of sodium acetate trihydrate (5.97 g) in water (25 ml) was added to 7-[2-(2-propynyloxyimino)-2-{2-(2,2,2-trifluoroacetamido)thiazol-4-yl}acetamido]-3-[1-(2-carboxyethyl)-1H-tetrazol-5-yl]thiomethyl-3-cephem-4-carboxylic acid (syn isomer)(3.0 g) and the mixture was stirred overnight. The reaction mixture was adjusted to pH 3 with 10% hydrochloric acid under ice-cooling and precipitates were collected by filtration, washed with water and dried to give 7-[2-propynyloxyimino)-2-(2-aminot... Reactants: NC=1C=CC(=NC1)CCC (5-amino-2-n-propylpyridine), C(C)(=O)OC(C)=O (acetic anhydride). Solvent: C(C)(=O)O (acetic acid). Product: C(C)(=O)NC=1C=CC(=NC1)CCC (5-acetylamino-2-n-propylpyridine). Yield: 80.1%. As a reaction SMILES: [NH2:1][C:2]1[CH:3]=[CH:4][C:5]([CH2:8][CH2:9][CH3:10])=[N:6][CH:7]=1.[C:11](OC(=O)C)(=[O:13])[CH3:12]>C(O)(=O)C>[C:11]([NH:1][C:2]1[CH:3]=[CH:4][C:5]([CH2:8][CH2:9][CH3:10])=[N:6][CH:7]=1)(=[O:13])[CH3:12]. Procedure: A mixture of 5-amino-2-n-propylpyridine (example 23, step2) (62.7 g, 0.46 mol) and 45.7 g (0.483 mol) of acetic anhydride in 50 ml of acetic acid was refluxed for 3 hours in a nitrogen atmosphere. The mixture was evaporated and the oily residue was made slightly alkaline (pH=9.2) with a 10% sodium hydroxide solution. The precipitate was filtered off, and triturated with a mixture of water (1000 ml) and heptane (500 ml). The precipitate was filtered off, dried and resuspended in 400 ml of heptane... Reactants: C(C)OC(CP(=O)(OCC)OCC)=O (diethoxyphosphorylactic acid ethyl ester), ClC1=C(C=CC(=C1)Cl)C=C(C=O)C (3-(2,4-dichlorophenyl)-2-methylpropenal), [H-].[Na+] (Sodium hydride), NH4Cl(sat). The solvent is C1CCOC1 (THF), C1CCOC1 (THF), C1CCOC1 (THF). Run at time 4 hour. The product is C(C)OC(C=CC(=CC1=C(C=C(C=C1)Cl)Cl)C)=O (5-(2,4-dichlorophenyl)-4-methylpenta-2,4-dienoic acid ethyl ester). The yield is 89.4%. RXN SMILES: [H-].[Na+].[CH2:3]([O:5][C:6](=[O:16])[CH2:7]P(OCC)(OCC)=O)[CH3:4].[Cl:17][C:18]1[CH:23]=[C:22]([Cl:24])[CH:21]=[CH:20][C:19]=1[CH:25]=[C:26]([CH3:29])[CH:27]=O>C1COCC1>[CH2:3]([O:5][C:6](=[O:16])[CH:7]=[CH:27][C:26]([CH3:29])=[CH:25][C:19]1[CH:20]=[CH:21][C:22]([Cl:24])=[CH:23][C:18]=1[Cl:17])[CH3:4] |f:0.1|. Procedure details: Sodium hydride (4.88 g of a 60% dispersion in mineral oil, 1.5 eq, 0.122 mol) was suspended in THF (442 mL). To this suspension was added a solution of diethoxyphosphorylactic acid ethyl ester (27.5 g, 0.122 mol, 1.5 eq) in THF (10 mL), dropwise. After 10 minutes a solution of 3-(2,4-dichlorophenyl)-2-methylpropenal (17.56 g, 0.082 mol) in THF (50 mL) was added, dropwise. After stirring for 4 hours the mixture was added to NH4Cl(sat) and extracted with EtOAc. The combined organic extracts were d... The reactants are C1(CC1)B(O)O (Cyclopropylboronic acid), BrC=1C=C2C(=NC1)NC=C2 (5-bromo-1H-pyrrolo[2,3-b]pyridine), C(=O)([O-])[O-].[Na+].[Na+] (Na2CO3), N1=C(C=CC=C1)C1=NC=CC=C1 (2,2′-bipyridine). The reagents and catalysts are C(C)(=O)[O-].[Cu+2].C(C)(=O)[O-] (copper(II)acetate). Run in ClC(C)Cl (dichloroethane). Reaction conditions: temperature 110 celsius, time 8 hour. Yields the product BrC=1C=C2C(=NC1)N(C=C2)C2CC2 (5-Bromo-1-cyclopropyl-1H-pyrrolo[2,3-b]pyridine). The yield is 31.5%. Reaction SMILES: [CH:1]1(B(O)O)[CH2:3][CH2:2]1.[Br:7][C:8]1[CH:9]=[C:10]2[CH:16]=[CH:15][NH:14][C:11]2=[N:12][CH:13]=1.C([O-])([O-])=O.[Na+].[Na+].N1C=CC=CC=1C1C=CC=CN=1>ClC(Cl)C.C([O-])(=O)C.[Cu+2].C([O-])(=O)C>[Br:7][C:8]1[CH:9]=[C:10]2[CH:16]=[CH:15][N:14]([CH:1]3[CH2:3][CH2:2]3)[C:11]2=[N:12][CH:13]=1 |f:2.3.4,7.8.9|. Reported procedure: Cyclopropylboronic acid (0.872 g, 10.15 mmol) was added to a solution of 5-bromo-1H-pyrrolo[2,3-b]pyridine (1 g, 5.08 mmol), Na2CO3 (1.076 g, 10.15 mmol), copper(II)acetate (0.922 g, 5.08 mmol) and 2,2′-bipyridine (0.793 g, 5.08 mmol) in dichloroethane (20 mL), and the mixture was stirred at 110° C. for 8 h. The reaction mixture was concentrated, and then diluted with ethyl acetate and water. Organic layer was separated, washed with brine, dried over Na2SO4 and filtered. The filtrate was concent... Reactants: C1CCOC1, CO, COC(=O)c1ccc2c(C3CCCCC3)c3n(c2c1)CC(=O)N(CCN1CCOCC1)Cc1ccccc1-3. Product: COC(=O)c1ccc2c(C3CCCCC3)c3n(c2c1)CCN(CCN1CCOCC1)Cc1ccccc1-3. Reaction SMILES: [CH2:41]1[O:42][CH2:43][CH2:44][CH2:45]1.[CH3:39][OH:40].[CH:1]1([c:7]2[c:8]3[cH:9][cH:10][c:11]([C:35](=[O:36])[O:37][CH3:38])[cH:12][c:13]3[n:14]3[c:15]2-[c:16]2[c:17]([cH:31][cH:32][cH:33][cH:34]2)[CH2:18][N:19]([CH2:23][CH2:24][N:25]2[CH2:26][CH2:27][O:28][CH2:29][CH2:30]2)[C:20](=[O:22])[CH2:21]3)[CH2:2][CH2:3][CH2:4][CH2:5][CH2:6]1>>[CH:1]1([c:7]2[c:8]3[cH:9][cH:10][c:11]([C:35](=[O:36])[O:37][CH3:38])[cH:12][c:13]3[n:14]3[c:15]2-[c:16]2[c:17]([cH:31][cH:32][cH:33][cH:34]2)[CH2:18][N:19]([CH2:23][CH2:24][N:25]2[CH2:26][CH2:27][O:28][CH2:29][CH2:30]2)[CH2:20][CH2:21]3)[CH2:2][CH2:3][CH2:4][CH2:5][CH2:6]1. Reported procedure: The procedure is as in Example 8, starting with 2-imino-3-[2-(4-pyridylthio)ethyl]-6-trifluoromethoxybenzothiazoline (2 g) and meta-chloroperbenzoic acid (90 pure by weight) (0.68 g) dissolved in water (25 cc) and dioxane (25 cc). The reaction mixture is stirred for 12 hours at 25.C and then concentrated to dryness at 40.C under reduced pressure (20 mm Hg; 2.7 KPa) to remove the dioxane. The aqueous solution is taken to a pH of 12-13 with concentrated ammonia solution (l0N) and then extracted wi... The yield is 59.0%. As a reaction SMILES: [NH:1]=[C:2]1[N:6]([CH2:7][CH2:8][S:9][C:10]2[CH:15]=[CH:14][N:13]=[CH:12][CH:11]=2)[C:5]2[CH:16]=[CH:17][C:18]([O:20][C:21]([F:24])([F:23])[F:22])=[CH:19][C:4]=2[S:3]1.ClC1C=CC=C(C(OO)=[O:33])C=1.C(O)(=O)C(O)=O.C([O-])(=O)C([O-])=O>O.O1CCOCC1.CC(C)=O>[NH:1]=[C:2]1[N:6]([CH2:7][CH2:8][S:9]([C:10]2[CH:11]=[CH:12][N:13]=[CH:14][CH:15]=2)=[O:33])[C:5]2[CH:16]=[CH:17][C:18]([O:20][C:21]([F:23])([F:22])[F:24])=[CH:19][C:4]=2[S:3]1. Solvent: CC(=O)C (acetone), O1CCOCC1 (dioxane), O (water). Yields the product N=C1SC2=C(N1CCS(=O)C1=CC=NC=C1)C=CC(=C2)OC(F)(F)F (2-imino-3-[2-(4-pyridylsulphinyl)ethyl]-6trifluoromethoxybenzothiazoline). Starting materials: C(C(=O)O)(=O)O (oxalic acid), N=C1SC2=C(N1CCSC1=CC=NC=C1)C=CC(=C2)OC(F)(F)F (2-imino-3-[2-(4-pyridylthio)ethyl]-6-trifluoromethoxybenzothiazoline), C(C(=O)[O-])(=O)[O-] (oxalate), ClC1=CC(=CC=C1)C(=O)OO (meta-chloroperbenzoic acid), 25.C.